From a dataset of the Open Reaction Database (ORD), a public repository of structured organic reaction records. describe an organic reaction: reactants, conditions, products, and yield Reactants: C(#N)C1=CC=C(C=C1)B(O)O (4-Cyanophenylboronic acid), BrC1=CC(=C(C=C1)O)F (4-bromo-2-fluorophenol), O.[O-]P(=O)([O-])[O-].[K+].[K+].[K+] (potassium phosphate tribasic monohydrate), Pd (Ph3P)2Cl2. Run in CC(C)O.O (IPA H2O). Run at temperature 70 celsius, time 2 hour. The product is FC=1C=C(C=CC1O)C1=CC=C(C=C1)C#N (3′-fluoro-4′-hydroxy-1,1′-biphenyl-4-carbonitrile). Yield: 55.0%. RXN SMILES: [C:1]([C:3]1[CH:8]=[CH:7][C:6](B(O)O)=[CH:5][CH:4]=1)#[N:2].Br[C:13]1[CH:18]=[CH:17][C:16]([OH:19])=[C:15]([F:20])[CH:14]=1.O.[O-]P([O-])([O-])=O.[K+].[K+].[K+]>CC(O)C.O>[F:20][C:15]1[CH:14]=[C:13]([C:6]2[CH:7]=[CH:8][C:3]([C:1]#[N:2])=[CH:4][CH:5]=2)[CH:18]=[CH:17][C:16]=1[OH:19] |f:2.3.4.5.6,7.8|. Procedure details: 4-Cyanophenylboronic acid (0.92 g, 6.26 mmol), 4-bromo-2-fluorophenol (1.0 g, 5.2 mmol), potassium phosphate tribasic monohydrate (3.0 g, 15.6 mmol) and Pd (Ph3P)2Cl2 (73.0 mg, 0.1 mmol) were combined in a mixture of IPA/H2O (40 mL, 3:1) and heated at 70° C. After 2 hours, the mixture was allowed to cool to room temperature and was filtered over celite. The filtrate was diluted with 150 ml of CH2Cl2 and washed with water twice. The organic phase was dried over sodium sulfate, filtered, and the f... Starting materials: [H][H] (hydrogen), FC1=C(C(=O)OCC)C=CC(=C1)[N+](=O)[O-] (ethyl 2-fluoro-4-nitrobenzoate). The reagents and catalysts are [Pd] (Pd/C). Solvent: C(C)(=O)OCC (ethyl acetate). Product: NC1=CC(=C(C(=O)OCC)C=C1)F (Ethyl 4-Amino-2-fluorobenzoate). As a reaction SMILES: [H][H].[F:3][C:4]1[CH:14]=[C:13]([N+:15]([O-])=O)[CH:12]=[CH:11][C:5]=1[C:6]([O:8][CH2:9][CH3:10])=[O:7]>C(OCC)(=O)C.[Pd]>[NH2:15][C:13]1[CH:12]=[CH:11][C:5]([C:6]([O:8][CH2:9][CH3:10])=[O:7])=[C:4]([F:3])[CH:14]=1. Procedure details: To a mixture of 2-fluoro-4-nitrotoluene (1.0 g, 6.4 mmol, Aldrich) and Na2Cr2O7 (2.74 g, 8.4 mmol) in 13.7 ml of HOAc was added slowly 6.83 ml of H2SO4. This mixture was slowly heated to 90° C. for 1 h to give a greenish heterogeneous solution. The mixture was cooled to room temperature and diluted with ethyl acetate. The PH of the solution was adjusted to 4 with NaOH (aq.). The mixture was extracted with more ethyl acetate. The organic layer was washed with NaHCO3 (sat.), then brine and dried o... Reactants: CC(CC)S (1-methylpropanethiol), resultant suspension, [N+](=O)([O-])C1=C(C#N)C=CC(=C1)C(F)(F)F (2-Nitro-4-trifluoromethylbenzonitrile), C([O-])([O-])=O.[K+].[K+] (potassium carbonate), O (water). Run in C(C)#N (acetonitrile), C(C)#N (acetonitrile). The product is CC(CC)SC1=C(C#N)C=CC(=C1)C(F)(F)F (2-(1-methylpropylsulphenyl)-4-trifluoromethylbenzonitrile). Yield: 74.9%. Reaction SMILES: [N+]([C:4]1[CH:11]=[C:10]([C:12]([F:15])([F:14])[F:13])[CH:9]=[CH:8][C:5]=1[C:6]#[N:7])([O-])=O.C(=O)([O-])[O-].[K+].[K+].[CH3:22][CH:23]([SH:26])[CH2:24][CH3:25].O>C(#N)C>[CH3:22][CH:23]([S:26][C:4]1[CH:11]=[C:10]([C:12]([F:15])([F:14])[F:13])[CH:9]=[CH:8][C:5]=1[C:6]#[N:7])[CH2:24][CH3:25] |f:1.2.3|. Procedure: 2-Nitro-4-trifluoromethylbenzonitrile (10.8 g) and potassium carbonate (8.3 g) were heated to reflux in acetonitrile. A solution of 1-methylpropanethiol (5 g) in acetonitrile was added. The resultant suspension was heated at reflux for 4.5 hours. After cooling water was added and the mixture extracted with ethyl acetate. The organic extracts were washed with water. The organic extracts were washed with water, dried (anhydrous magnesium sulphate) and filtered. The filtrate was evaporated to dryne... The reactants are FC=1C=C(C=CC1CO)N1C(N(C(C1(C)C)=O)C1=CC(=C(C#N)C=C1)C(F)(F)F)=S (4-[3-(3-Fluoro-4-hydroxymethyl-phenyl)-4,4-dimethyl-5-oxo-2-thioxo-imidazolidin-1-yl]-2-trifluoromethyl-benzonitrile), S(=O)(Cl)Cl (thionyl chloride). Conditions: temperature 100 celsius, time 12 hour. The product is ClCC1=C(C=C(C=C1)N1C(N(C(C1(C)C)=O)C1=CC(=C(C#N)C=C1)C(F)(F)F)=S)F (4-(3-(4-(chloromethyl)-3-fluorophenyl)-4,4-dimethyl-5-oxo-2-thioxoimidazolidin-1-yl)-2-(trifluoromethyl)benzonitrile), product. RXN SMILES: [F:1][C:2]1[CH:3]=[C:4]([N:10]2[C:14]([CH3:16])([CH3:15])[C:13](=[O:17])[N:12]([C:18]3[CH:25]=[CH:24][C:21]([C:22]#[N:23])=[C:20]([C:26]([F:29])([F:28])[F:27])[CH:19]=3)[C:11]2=[S:30])[CH:5]=[CH:6][C:7]=1[CH2:8]O.S(Cl)([Cl:33])=O>>[Cl:33][CH2:8][C:7]1[CH:6]=[CH:5][C:4]([N:10]2[C:14]([CH3:16])([CH3:15])[C:13](=[O:17])[N:12]([C:18]3[CH:25]=[CH:24][C:21]([C:22]#[N:23])=[C:20]([C:26]([F:29])([F:28])[F:27])[CH:19]=3)[C:11]2=[S:30])=[CH:3][C:2]=1[F:1]. Reported procedure: The title compound was prepared according to General Method 10. 4-[3-(3-Fluoro-4-hydroxymethyl-phenyl)-4,4-dimethyl-5-oxo-2-thioxo-imidazolidin-1-yl]-2-trifluoromethyl-benzonitrile (0.5 g, 1.14 mmol) was dissolved in thionyl chloride (5 mL) and the solution was stirred at 100° C. for 12 h. The reaction mixture was concentrated under reduced pressure to obtain 300 mg of product. Starting materials: C1(=C(C(=C(C(=C1F)F)F)N)F)N.Cl.Cl (dihydrochloride), CN(C1=CC=C(C=C1)N)C (N,N-dimethyl paraphenylenediamine), S(=O)(=O)([O-])OOS(=O)(=O)[O-].[NH4+].[NH4+] (ammonium persulfate), O (water), O (water), N (ammonia), N(C(=O)N)C=1C=C(C=CC1)O (3-ureido phenol), ice. The solvent is C(C)(C)O (isopropyl alcohol). Run at temperature 0 celsius, time 15 minute. Yields the product CN(C1=CC=C(C=C1)C=1C(C(C(C(C1)=O)=N)NC(=O)N)=O)C ((4'-dimethylamino phenyl]-3-ureido benzoquinoneimine). Reaction SMILES: [NH:1]([C:5]1[CH:6]=[C:7]([OH:11])[CH:8]=[CH:9][CH:10]=1)[C:2]([NH2:4])=[O:3].[NH3:12].C1(N)C(F)=C(F)C(F)=C(N)C=1F.Cl.Cl.[CH3:27][N:28]([CH3:36])[C:29]1[CH:34]=[CH:33][C:32](N)=[CH:31][CH:30]=1.S(OOS([O-])(=O)=O)([O-])(=O)=O.[NH4+].[NH4+].[OH2:49]>C(O)(C)C>[CH3:27][N:28]([CH3:36])[C:29]1[CH:34]=[CH:33][C:32]([C:9]2[C:10](=[O:49])[CH:5]([NH:1][C:2]([NH2:4])=[O:3])[C:6](=[NH:12])[C:7](=[O:11])[CH:8]=2)=[CH:31][CH:30]=1 |f:2.3.4,6.7.8|. Procedure details: 0.03 mole (4.56 g) of 3-ureido phenol is dissolved in 100 cc of isopropyl alcohol to which have been added 100 cc of ammonia at 22° Be. 350 g of crushed ice are then added to this solution. The resulting reaction mixture is maintained at about 0° C., and there are introduced simultaneously, with good agitation and with the aid of a double funnel 0.03 mole (6.27 g) of the dihydrochloride of N,N-dimethyl paraphenylenediamine in 50 cc of water and 0.060 mole (13.7 g) of ammonium persulfate in 50 cc...